From a dataset of the Open Reaction Database (ORD), a public repository of structured organic reaction records. describe an organic reaction: reactants, conditions, products, and yield Starting materials: [Si](C)(C)(C(C)(C)C)OC(CN1C(=NC(=C1)C1=CC2=C(C=3N(CCO2)C=C(N3)C3=NC=NN3C(C)C)C=C1)C)(C)C (9-(1-(2-(tert-Butyldimethylsilyloxy)-2-methylpropyl)-2-methyl-1H-imidazol-4-yl)-2-(1-isopropyl-1H-1,2,4-triazol-5-yl)-5,6-dihydrobenzo[f]imidazo[1,2-d][1,4]oxazepine), [F-].C(CCC)[N+](CCCC)(CCCC)CCCC (tetrabutylammonium fluoride). Solvent: C1CCOC1 (THF). Product: C(C)(C)N1N=CN=C1C=1N=C2N(CCOC3=C2C=CC(=C3)C=3N=C(N(C3)CC(C)(O)C)C)C1 (1-(4-(2-(1-isopropyl-1H-1,2,4-triazol-5-yl)-5,6-dihydrobenzo[f]imidazo[1,2-d][1,4]oxazepin-9-yl)-2-methyl-1H-imidazol-1-yl)-2-methylpropan-2-ol). Isolated yield 34.2%. As a reaction SMILES: [Si]([O:8][C:9]([CH3:40])([CH3:39])[CH2:10][N:11]1[CH:15]=[C:14]([C:16]2[CH:37]=[CH:36][C:19]3[C:20]4[N:21]([CH:25]=[C:26]([C:28]5[N:32]([CH:33]([CH3:35])[CH3:34])[N:31]=[CH:30][N:29]=5)[N:27]=4)[CH2:22][CH2:23][O:24][C:18]=3[CH:17]=2)[N:13]=[C:12]1[CH3:38])(C(C)(C)C)(C)C.[F-].C([N+](CCCC)(CCCC)CCCC)CCC>C1COCC1>[CH:33]([N:32]1[C:28]([C:26]2[N:27]=[C:20]3[C:19]4[CH:36]=[CH:37][C:16]([C:14]5[N:13]=[C:12]([CH3:38])[N:11]([CH2:10][C:9]([CH3:40])([OH:8])[CH3:39])[CH:15]=5)=[CH:17][C:18]=4[O:24][CH2:23][CH2:22][N:21]3[CH:25]=2)=[N:29][CH:30]=[N:31]1)([CH3:35])[CH3:34] |f:1.2|. Procedure: 9-(1-(2-(tert-Butyldimethylsilyloxy)-2-methylpropyl)-2-methyl-1H-imidazol-4-yl)-2-(1-isopropyl-1H-1,2,4-triazol-5-yl)-5,6-dihydrobenzo[f]imidazo[1,2-d][1,4]oxazepine (110 mg, 0.196 mmol) was dissolved in 5 mL of THF, tetrabutylammonium fluoride (TBAF, 102 mg, 0.392 mmol) was added at 0° C. The temperature was allowed to warm up to room temperature slowly and stirred at room temperature for over night. Concentrated, the residue was portioned with EtOAc-water to give 30 mg of 265. Yield=36%. 1H NM...